Dataset: the Open Reaction Database (ORD), a public repository of structured organic reaction records. Task: describe an organic reaction: reactants, conditions, products, and yield Starting materials: C1(=CC=CC=C1)\C(=C/CCCCCO)\C=1C=NC=CC1 ((E)-7-Phenyl-7-(3-pyridyl)-6-hepten-1-ol), O (water), N1=CC=CC=C1 (pyridine), C1(=CC=C(C=C1)S(=O)(=O)Cl)C (p-toluenesulfonyl chloride). The solvent is C(Cl)Cl (methylene chloride). Conditions: time 8 hour. Product: C1(=CC=C(C=C1)S(=O)(=O)[O-])C (p-toluensulfonate), C1(=CC=CC=C1)\C(=C/CCCCCO)\C=1C=NC=CC1 ((E)-7-phenyl-7-(3-pyridyl)-6-hepten-1-ol). Isolated yield 274.0%. RXN SMILES: [C:1]1(/[C:7](/[C:15]2[CH:16]=[N:17][CH:18]=[CH:19][CH:20]=2)=[CH:8]\[CH2:9][CH2:10][CH2:11][CH2:12][CH2:13][OH:14])[CH:6]=[CH:5][CH:4]=[CH:3][CH:2]=1.N1C=CC=CC=1.[C:27]1([CH3:37])[CH:32]=[CH:31][C:30]([S:33](Cl)(=[O:35])=[O:34])=[CH:29][CH:28]=1.O>C(Cl)Cl>[C:27]1([CH3:37])[CH:32]=[CH:31][C:30]([S:33]([O-:14])(=[O:35])=[O:34])=[CH:29][CH:28]=1.[C:1]1(/[C:7](/[C:15]2[CH:16]=[N:17][CH:18]=[CH:19][CH:20]=2)=[CH:8]\[CH2:9][CH2:10][CH2:11][CH2:12][CH2:13][OH:14])[CH:2]=[CH:3][CH:4]=[CH:5][CH:6]=1. Reported procedure: (E)-7-Phenyl-7-(3-pyridyl)-6-hepten-1-ol (2.3 g, 8.6 mmoles) was dissolved in methylene chloride (2.0 ml), and pyridine (1 ml) and p-toluenesulfonyl chloride (1.8 g, 9.4 mmoles) were added. The reaction was allowed to proceed at room temperature overnight, and water (30 ml) was added, followed by extraction of the product with ethyl acetate. The organic layer was washed with water and dried and the solvent was distilled off. The resulting oily product was subjected to silica gel column chromatog...